Dataset: the Open Reaction Database (ORD), a public repository of structured organic reaction records. Task: describe an organic reaction: reactants, conditions, products, and yield Starting materials: solution, CC(=CC1C(O1)C1=CC=NC=C1)C (4-[3-(2-methylpropenyl)oxiranyl]pyridine), NCCC1=C(NC2=CC=C(C=C12)C(C(=O)N1C2CCC1CC2)(C)C)C2=CC(=CC(=C2)C)C (2-[3-(2-aminoethyl)-2-(3,5-dimethylphenyl)-1H-indol-5-yl]-1-(7-azabicyclo[2.2. 1 ]hept-7-yl)-2-methylpropan-1-one). Reagents/catalysts: C=1C=CC(=CC1)[P](C=2C=CC=CC2)(C=3C=CC=CC3)[Pd]([P](C=4C=CC=CC4)(C=5C=CC=CC5)C=6C=CC=CC6)([P](C=7C=CC=CC7)(C=8C=CC=CC8)C=9C=CC=CC9)[P](C=1C=CC=CC1)(C=1C=CC=CC1)C=1C=CC=CC1 (tetrakis(triphenylphosphine)palladium). Run in O1CCCC1 (tetrahydrofuran), O1CCCC1 (tetrahydrofuran). Reaction conditions: temperature 65 celsius, time 2 hour. The product is C12CCC(CC1)N2C(C(C)(C)C=2C=C1C(=C(NC1=CC2)C2=CC(=CC(=C2)C)C)CCNC(C=CC(C2=CC=NC=C2)O)(C)C)=O (1-(7-azabicyclo[2.2.1]hept-7-yl)-2- {2-(3,5-dimethyl-phenyl)-3-[2-(4-hydroxy-1,1-dimethyl-4-pyridin-4-yl-but-2-enylamino)ethyl]-1H-indol-5-yl}-2-methylpropan-1-one). Reaction SMILES: [NH2:1][CH2:2][CH2:3][C:4]1[C:12]2[C:7](=[CH:8][CH:9]=[C:10]([C:13]([CH3:24])([CH3:23])[C:14]([N:16]3[CH:20]4[CH2:21][CH2:22][CH:17]3[CH2:18][CH2:19]4)=[O:15])[CH:11]=2)[NH:6][C:5]=1[C:25]1[CH:30]=[C:29]([CH3:31])[CH:28]=[C:27]([CH3:32])[CH:26]=1.[CH3:33][C:34]([CH3:45])=[CH:35][CH:36]1[O:38][CH:37]1[C:39]1[CH:44]=[CH:43][N:42]=[CH:41][CH:40]=1>O1CCCC1.C1C=CC([P]([Pd]([P](C2C=CC=CC=2)(C2C=CC=CC=2)C2C=CC=CC=2)([P](C2C=CC=CC=2)(C2C=CC=CC=2)C2C=CC=CC=2)[P](C2C=CC=CC=2)(C2C=CC=CC=2)C2C=CC=CC=2)(C2C=CC=CC=2)C2C=CC=CC=2)=CC=1>[CH:17]12[N:16]([C:14](=[O:15])[C:13]([C:10]3[CH:11]=[C:12]4[C:7](=[CH:8][CH:9]=3)[NH:6][C:5]([C:25]3[CH:30]=[C:29]([CH3:31])[CH:28]=[C:27]([CH3:32])[CH:26]=3)=[C:4]4[CH2:3][CH2:2][NH:1][C:34]([CH3:45])([CH3:33])[CH:35]=[CH:36][CH:37]([OH:38])[C:39]3[CH:40]=[CH:41][N:42]=[CH:43][CH:44]=3)([CH3:24])[CH3:23])[CH:20]([CH2:19][CH2:18]1)[CH2:21][CH2:22]2 |^1:54,56,75,94|. Procedure: To a solution of 2-[3-(2-aminoethyl)-2-(3,5-dimethylphenyl)-1H-indol-5-yl]-1-(7-azabicyclo[2.2. 1 ]hept-7-yl)-2-methylpropan-1-one (prepared essentially as described in EXAMPLE 2, 70 mg in 6 mL dry tetrahydrofuran) was added 2 mL of a solution of 86 mg 4-[3-(2-methylpropenyl)oxiranyl]pyridine in tetrahydrofuran followed by 24 mg tetrakis(triphenylphosphine)palladium and the mixture heated to 65 ° C. on an oil bath. After 2 hours, the mixture was cooled to room temperature, concentrated in vacuo.... Reactants: BrC=1N=C(SC1)CF (4-bromo-2-(fluoromethyl)thiazole), C(CC#C)C=1N=C2N(C=C(C=C2)F)C1 (2-(but-3-ynyl)-6-fluoro-imidazo[1,2-a]pyridine), C(CC#C)C=1N=C2N(C=C(C=C2)F)C1 (2-(but-3-ynyl)-6-fluoro-imidazo[1,2-a]pyridine). Product: FC=1C=CC=2N(C1)C=C(N2)CCC#CC=2N=C(SC2)CF (6-fluoro-2-(4-(2-(fluoromethyl)thiazol-4-yl)but-3-ynyl)-imidazo[1,2-a]pyridine). Isolated yield 49.8%. Reaction SMILES: Br[C:2]1[N:3]=[C:4]([CH2:7][F:8])[S:5][CH:6]=1.[CH2:9]([C:13]1[N:14]=[C:15]2[CH:20]=[CH:19][C:18]([F:21])=[CH:17][N:16]2[CH:22]=1)[CH2:10][C:11]#[CH:12]>>[F:21][C:18]1[CH:19]=[CH:20][C:15]2[N:16]([CH:22]=[C:13]([CH2:9][CH2:10][C:11]#[C:12][C:2]3[N:3]=[C:4]([CH2:7][F:8])[S:5][CH:6]=3)[N:14]=2)[CH:17]=1. Procedure details: The title compound was prepared in accordance with the general method of Example 190(F), from 4-bromo-2-(fluoromethyl)thiazole (84 mg, 0.43 mmol) and 2-(but-3-ynyl)-6-fluoro-imidazo[1,2-a]pyridine (compound 223(E), 80 mg, 0.43 mmol). The crude residue was purified over C18 chromatography (prepacked 35 g silicagel column, H2O/CH3CN: from 100/0 to 80/20 as eluent) to afford 65 mg of 6-fluoro-2-(4-(2-(fluoromethyl)thiazol-4-yl)but-3-ynyl)-imidazo[1,2-a]pyridine (Yield: 47%) as a beige powder (Mp=82... The reactants are ClC1=NC=C(C(=N1)N[C@@H]1CC(CCC1)=O)F ((3S)-3-[(2-chloro-5-fluoro-pyrimidin-4-yl)amino]cyclohexanone), ClC1=NC=C(C(=N1)N[C@@H]1CC(CCC1)=O)F ((S)-3-(2-chloro-5-fluoropyrimidin-4-ylamino)cyclohexanone), Cl[Si](C)(C)C (chloro(trimethyl)silane), BrCC(=O)OCC (ethyl 2-bromoacetate). The reagents and catalysts are [Zn] (Zinc), [Zn] (zinc). The solvent is C1CCOC1 (THF), C1CCOC1 (THF), C1CCOC1 (THF), C1CCOC1 (THF). Run at time 15 minute. Product: ClC1=NC=C(C(=N1)N[C@@H]1C[C@](CCC1)(O)CC(=O)OCC)F (ethyl 2-((1S,3S)-3-(2-chloro-5-fluoropyrimidin-4-ylamino)-1-hydroxycyclohexyl)ethanoate). Reaction SMILES: Cl[Si](C)(C)C.Br[CH2:7][C:8]([O:10][CH2:11][CH3:12])=[O:9].[Cl:13][C:14]1[N:19]=[C:18]([NH:20][C@H:21]2[CH2:26][CH2:25][CH2:24][C:23](=[O:27])[CH2:22]2)[C:17]([F:28])=[CH:16][N:15]=1>C1COCC1.[Zn]>[Cl:13][C:14]1[N:19]=[C:18]([NH:20][C@H:21]2[CH2:26][CH2:25][CH2:24][C@:23]([CH2:7][C:8]([O:10][CH2:11][CH3:12])=[O:9])([OH:27])[CH2:22]2)[C:17]([F:28])=[CH:16][N:15]=1. Reported procedure: Zinc dust (1.61 g, 24.62 mmol) was heated with a heat gun under N2. THF (8.0 mL) was added, then a solution of chloro(trimethyl)silane (0.63 mL, 4.93 mmol) in THF (8.0 mL) was added and stirred for 15 min at room temperature then heated to reflux and cooled. A solution of ethyl 2-bromoacetate (2.73 mL, 24.62 mmol) in THF (6.0 mL) was added slowly to the zinc mixture, then a solution of (3S)-3-[(2-chloro-5-fluoro-pyrimidin-4-yl)amino]cyclohexanone, 29b, (2.00 g, 8.21 mmol) in THF (6.0 mL) was add... Starting materials: C1CCOC1, COC(=O)c1cc(-c2ccccc2)ccc1NC(=O)COCC(=O)Nc1ccc(Cl)cc1. Yields the product O=C(COCC(=O)Nc1ccc(-c2ccccc2)cc1C(=O)O)Nc1ccc(Cl)cc1. RXN SMILES: [CH2:33]1[O:34][CH2:35][CH2:36][CH2:37]1.[Cl:1][c:2]1[cH:3][cH:4][c:5]([NH:8][C:9]([CH2:10][O:11][CH2:12][C:13](=[O:14])[NH:15][c:16]2[c:17]([C:28](=[O:29])[O:30][CH3:31])[cH:18][c:19](-[c:22]3[cH:23][cH:24][cH:25][cH:26][cH:27]3)[cH:20][cH:21]2)=[O:32])[cH:6][cH:7]1>>[Cl:1][c:2]1[cH:3][cH:4][c:5]([NH:8][C:9]([CH2:10][O:11][CH2:12][C:13](=[O:14])[NH:15][c:16]2[c:17]([C:28](=[O:29])[OH:30])[cH:18][c:19](-[c:22]3[cH:23][cH:24][cH:25][cH:26][cH:27]3)[cH:20][cH:21]2)=[O:32])[cH:6][cH:7]1. Starting materials: CCc1nc2c(Cl)ccc(OCC(=O)OC)c2c(OC(F)F)c1Cc1ccc(C(=O)N2CCCC2)cc1, [Li+], C1CCOC1, [OH-]. The product is CCc1nc2c(Cl)ccc(OCC(=O)O)c2c(OC(F)F)c1Cc1ccc(C(=O)N2CCCC2)cc1. RXN SMILES: [CH3:1][O:2][C:3]([CH2:4][O:5][c:6]1[c:7]2[c:8]([O:33][CH:34]([F:35])[F:36])[c:9]([CH2:19][c:20]3[cH:21][cH:22][c:23]([C:26](=[O:27])[N:28]4[CH2:29][CH2:30][CH2:31][CH2:32]4)[cH:24][cH:25]3)[c:10]([CH2:17][CH3:18])[n:11][c:12]2[c:13]([Cl:16])[cH:14][cH:15]1)=[O:37].[Li+:38].[O:40]1[CH2:41][CH2:42][CH2:43][CH2:44]1.[OH-:39]>>[O:2]=[C:3]([CH2:4][O:5][c:6]1[c:7]2[c:8]([O:33][CH:34]([F:35])[F:36])[c:9]([CH2:19][c:20]3[cH:21][cH:22][c:23]([C:26](=[O:27])[N:28]4[CH2:29][CH2:30][CH2:31][CH2:32]4)[cH:24][cH:25]3)[c:10]([CH2:17][CH3:18])[n:11][c:12]2[c:13]([Cl:16])[cH:14][cH:15]1)[OH:37]. Starting materials: O (water), N (ammonia), BrC1=CC=CC2=C1C(NC(O2)=O)=O (5-bromo-2H-1,3-benzoxazine-2,4(1H)-dione), N (ammonia). Run in C(=O)N (formamide). Reaction conditions: time 3 hour. The product is BrC1=C2C(NC=NC2=CC=C1)=O (5-bromo-3H-quinazolin-4-one). RXN SMILES: [NH3:1].[Br:2][C:3]1[C:8]2[C:9](=[O:14])[NH:10][C:11](=O)O[C:7]=2[CH:6]=[CH:5][CH:4]=1.O>C(N)=O>[Br:2][C:3]1[CH:4]=[CH:5][CH:6]=[C:7]2[C:8]=1[C:9](=[O:14])[NH:10][CH:11]=[N:1]2. Procedure details: 1. Gaseous ammonia is introduced at 15° to 25° C. into a suspension of 43 g of 5-bromo-2H-1,3-benzoxazine-2,4(1H)-dione in 190 ml of formamide. A solution thereby results. The solution is stirred at room temperature for 3 h. and then the excess ammonia is driven off by passing nitrogen through the solution. The solution is then stirred at 15° C. for 15 h. The reaction solution is then cooled and treated with 250 ml of water while stirring. The crystals are filtered off, washed with water and dri... Reactants: CCN=C=NCCCN(C)C.Cl (WSC HCl), COC=1C(=C(CC2=CC(=C(C(=O)O)C=C2)C=2C=NC=CC2)C(=C(C1OC)OC)OC)C (4-(3,4,5,6-Tetramethoxy-2-methylbenzyl)-2-(3-pyridyl)benzoic acid), N1CCOCC1 (morpholine). The reagents and catalysts are CN(C1=CC=NC=C1)C (4-dimethylaminopyridine). Solvent: C(Cl)Cl (methylene chloride). Run at time 6 hour. Product: COC=1C(=C(CC2=CC(=C(C(=O)N3CCOCC3)C=C2)C=2C=NC=CC2)C(=C(C1OC)OC)OC)C (N-[4-(3,4,5,6-Tetramethoxy-2-methylbenzyl)-2-(3-pyridyl)benzoyl]morpholine). The yield is 98.2%. As a reaction SMILES: [CH3:1][O:2][C:3]1[C:4]([CH3:31])=[C:5]([C:22]([O:29][CH3:30])=[C:23]([O:27][CH3:28])[C:24]=1[O:25][CH3:26])[CH2:6][C:7]1[CH:15]=[CH:14][C:10]([C:11](O)=[O:12])=[C:9]([C:16]2[CH:17]=[N:18][CH:19]=[CH:20][CH:21]=2)[CH:8]=1.[NH:32]1[CH2:37][CH2:36][O:35][CH2:34][CH2:33]1.CCN=C=NCCCN(C)C.Cl>CN(C)C1C=CN=CC=1.C(Cl)Cl>[CH3:1][O:2][C:3]1[C:4]([CH3:31])=[C:5]([C:22]([O:29][CH3:30])=[C:23]([O:27][CH3:28])[C:24]=1[O:25][CH3:26])[CH2:6][C:7]1[CH:15]=[CH:14][C:10]([C:11]([N:32]2[CH2:37][CH2:36][O:35][CH2:34][CH2:33]2)=[O:12])=[C:9]([C:16]2[CH:17]=[N:18][CH:19]=[CH:20][CH:21]=2)[CH:8]=1 |f:2.3|. Procedure: 4-(3,4,5,6-Tetramethoxy-2-methylbenzyl)-2-(3-pyridyl)benzoic acid (7 mg, 0.0165 mmol), 4-dimethylaminopyridine (1.0 mg, 0.0081 mmol) and morpholine (2.9 mg, 0.0333 mmol) were dissolved in methylene chloride (2 ml), WSC-HCl (9.5 mg, 0.0495 mmol) was added thereto and the mixture was stirred at room temperature for 6 hours. The reaction solution was washed with water and dried and the solvent was evaporated therefrom. The residue was purified by preparative thin layer chromatography (methylene chl...